From a dataset of the Open Reaction Database (ORD), a public repository of structured organic reaction records. describe an organic reaction: reactants, conditions, products, and yield Reactants: FC(S(=O)(=O)OC=1C2=C(N=C(N1)C1=CC(=CC=C1)Cl)CCCS2(=O)=O)(F)F (2-(3-chlorophenyl)-5,5-dioxido-7,8-dihydro-6H-thiopyrano[3,2-d]pyrimidin-4-yl trifluoromethanesulfonate), NC1=CC=C(C=C1)CCO (2-(4-aminophenyl)ethanol). The product is ClC=1C=C(C=CC1)C=1N=C(C2=C(N1)CCCS2(=O)=O)NC2=CC=C(C=C2)CCO (2-(3-Chlorophenyl)-4-((4-(2-hydroxyethyl)phenyl)amino)-7,8-dihydro-6H-thiopyrano[3,2-d]pyrimidine 5,5-dioxide). Isolated yield 87.2%. RXN SMILES: FC(F)(F)S(O[C:7]1[C:8]2[S:23](=[O:25])(=[O:24])[CH2:22][CH2:21][CH2:20][C:9]=2[N:10]=[C:11]([C:13]2[CH:18]=[CH:17][CH:16]=[C:15]([Cl:19])[CH:14]=2)[N:12]=1)(=O)=O.[NH2:28][C:29]1[CH:34]=[CH:33][C:32]([CH2:35][CH2:36][OH:37])=[CH:31][CH:30]=1>>[Cl:19][C:15]1[CH:14]=[C:13]([C:11]2[N:12]=[C:7]([NH:28][C:29]3[CH:34]=[CH:33][C:32]([CH2:35][CH2:36][OH:37])=[CH:31][CH:30]=3)[C:8]3[S:23](=[O:25])(=[O:24])[CH2:22][CH2:21][CH2:20][C:9]=3[N:10]=2)[CH:18]=[CH:17][CH:16]=1. Procedure details: Following general procedure H, 2-(3-chlorophenyl)-5,5-dioxido-7,8-dihydro-6H-thiopyrano[3,2-d]pyrimidin-4-yl trifluoromethanesulfonate (0.124 g, 0.28 mmol) was reacted with 2-(4-aminophenyl)ethanol (0.042 g, 0.31 mmol) to afford the title compound (0.105 g, 87%) as a white solid. MW=429.92. 1H NMR (DMSO-d6, 500 MHz) δ 8.77 (s, 1H), 8.22-8.17 (m, 2H), 7.65-7.61 (m, 1H), 7.58-7.52 (m, 3H), 7.29 (d, J=8.5 Hz, 2H), 4.65 (t, J=5.5 Hz, 1H), 3.77-3.71 (m, 2H), 3.67-3.61 (m, 2H), 3.08 (t, J=6.5 Hz, 2H),... The reactants are CC(=O)OC(C)=O, COc1ccc(C(=NO)c2ccccc2F)c(O)c1C. Yields the product COc1ccc(C(=NOC(C)=O)c2ccccc2F)c(O)c1C. As a reaction SMILES: [CH3:21][C:22](=[O:23])[O:24][C:25](=[O:26])[CH3:27].[F:1][c:2]1[c:3]([C:8]([c:9]2[c:10]([OH:18])[c:11]([CH3:17])[c:12]([O:15][CH3:16])[cH:13][cH:14]2)=[N:19][OH:20])[cH:4][cH:5][cH:6][cH:7]1>>[F:1][c:2]1[c:3]([C:8]([c:9]2[c:10]([OH:18])[c:11]([CH3:17])[c:12]([O:15][CH3:16])[cH:13][cH:14]2)=[N:19][O:20][C:22]([CH3:21])=[O:23])[cH:4][cH:5][cH:6][cH:7]1. Starting materials: Cl (hydrochloric acid), [Cl-].[Al+3].[Cl-].[Cl-] (aluminum chloride), C(C1=CC(C(=O)Cl)=CC=C1)(=O)Cl (isophthaloyl chloride), FC1=CC=CC=C1 (fluorobenzene). Run in ice. Reaction conditions: time 1 hour. Product: FC1=CC=C(C(=O)C2=CC(=CC=C2)C(C2=CC=C(C=C2)F)=O)C=C1 (1,3-bis(4-fluorobenzoyl)benzene). The yield is 81.0%. Reaction SMILES: [Cl-].[Al+3].[Cl-].[Cl-].[C:5](Cl)(=[O:15])[C:6]1[CH:14]=[CH:13][CH:12]=[C:8]([C:9](Cl)=[O:10])[CH:7]=1.[F:17][C:18]1[CH:23]=[CH:22][CH:21]=[CH:20][CH:19]=1.Cl>>[F:17][C:18]1[CH:23]=[CH:22][C:21]([C:5]([C:6]2[CH:14]=[CH:13][CH:12]=[C:8]([C:9](=[O:10])[C:21]3[CH:22]=[CH:23][C:18]([F:17])=[CH:19][CH:20]=3)[CH:7]=2)=[O:15])=[CH:20][CH:19]=1 |f:0.1.2.3|. Reported procedure: Anhydrous aluminum chloride (160.0 g, 1.20 mol) was added to a stirred solution of isophthaloyl chloride (101.5 g, 0.50 mol) dissolved in fluorobenzene (480.5 g, 5.0 mol) over a five to ten minute period. The mixture was stirred at room temperature for one hour and then maintained at 70°-80° C. for four hours. After cooling, the reaction mixture was poured onto approximately 2000 g of ice containing 100 mL of concentrated hydrochloric acid. The resulting suspension was separated by decantation a... Reactants: C1(CC1)N1C=NC2=C1C(=CC(=C2)B2OC(C(O2)(C)C)(C)C)O[C@H](C)[C@@H]2CC(NC2)=O ((R)-4-((R)-1-((1-cyclopropyl-5-(4,4,5,5-tetramethyl-1,3,2-dioxaborolan-2-yl)-1H-benzo[d]imidazol-7-yl)oxy)ethyl)pyrrolidin-2-one), BrC1=NC=NC=C1 (4-bromopyrimidine), C([O-])([O-])=O.[Na+].[Na+] (sodium carbonate), O1CCOCC1 (Dioxane). Reagents/catalysts: C=1C=CC(=CC1)[P](C=2C=CC=CC2)(C=3C=CC=CC3)[Pd]([P](C=4C=CC=CC4)(C=5C=CC=CC5)C=6C=CC=CC6)([P](C=7C=CC=CC7)(C=8C=CC=CC8)C=9C=CC=CC9)[P](C=1C=CC=CC1)(C=1C=CC=CC1)C=1C=CC=CC1 (Pd(PPh3)4). The solvent is O (water). Conditions: temperature 120 celsius. The product is C1(CC1)N1C=NC2=C1C(=CC(=C2)C2=NC=NC=C2)O[C@H](C)[C@@H]2CC(NC2)=O ((R)-4-((R)-1-((1-cyclopropyl-5-(pyrimidin-4-yl)-1H-benzo[d]imidazol-7-yl)oxy)ethyl)pyrrolidin-2-one). The yield is 50.9%. As a reaction SMILES: [CH:1]1([N:4]2[C:8]3[C:9]([O:22][C@@H:23]([C@H:25]4[CH2:29][NH:28][C:27](=[O:30])[CH2:26]4)[CH3:24])=[CH:10][C:11](B4OC(C)(C)C(C)(C)O4)=[CH:12][C:7]=3[N:6]=[CH:5]2)[CH2:3][CH2:2]1.Br[C:32]1[CH:37]=[CH:36][N:35]=[CH:34][N:33]=1.C(=O)([O-])[O-].[Na+].[Na+].O1CCOCC1>C1C=CC([P]([Pd]([P](C2C=CC=CC=2)(C2C=CC=CC=2)C2C=CC=CC=2)([P](C2C=CC=CC=2)(C2C=CC=CC=2)C2C=CC=CC=2)[P](C2C=CC=CC=2)(C2C=CC=CC=2)C2C=CC=CC=2)(C2C=CC=CC=2)C2C=CC=CC=2)=CC=1.O>[CH:1]1([N:4]2[C:8]3[C:9]([O:22][C@@H:23]([C@H:25]4[CH2:29][NH:28][C:27](=[O:30])[CH2:26]4)[CH3:24])=[CH:10][C:11]([C:32]4[CH:37]=[CH:36][N:35]=[CH:34][N:33]=4)=[CH:12][C:7]=3[N:6]=[CH:5]2)[CH2:3][CH2:2]1 |f:2.3.4,^1:53,55,74,93|. Reported procedure: Into an appropriate sized reaction vessel, a mixture of (R)-4-((R)-1-((1-cyclopropyl-5-(4,4,5,5-tetramethyl-1,3,2-dioxaborolan-2-yl)-1H-benzo[d]imidazol-7-yl)oxy)ethyl)pyrrolidin-2-one: (100.0 mg, 0.24 mmol), 4-bromopyrimidine (77.3 mg, 0.49 mmol), sodium carbonate (77.3 mg, 0.73 mmol) and Pd(PPh3)4 (14.04 mg, 0.01 mmol) was added Dioxane (8 ml), water (1 ml). The reaction mixture was stirred and heated at 120° C. for 3 h. Then, it was filtered through a pad of Celite and partitioned between EtO... Product: OC1(C2C=C(C(C1)CC2)C2=CC=CC=C2)CC(=O)O (rac-(1R*,2R*,4R*)-(2-hydroxy-5-phenyl-bicyclo[2.2.2]oct-5-en-2-yl)-acetic acid). Isolated yield 97.1%. Starting materials: O[Li].O (LiOH.H2O), O (H2O), CO (MeOH), C(C)(C)(C)OC(CC1(C2C=C(C(C1)CC2)C2=CC=CC=C2)O)=O (rac-(1R*,2R*,4R*)-(2-hydroxy-5-phenyl-bicyclo[2.2.2]oct-5-en-2-yl)-acetic acid tert.-butyl ester). As a reaction SMILES: C([O:5][C:6](=[O:23])[CH2:7][C:8]1([OH:22])[CH2:13][CH:12]2[CH2:14][CH2:15][CH:9]1[CH:10]=[C:11]2[C:16]1[CH:21]=[CH:20][CH:19]=[CH:18][CH:17]=1)(C)(C)C.O[Li].O.O.CO>CCO>[OH:22][C:8]1([CH2:7][C:6]([OH:23])=[O:5])[CH2:13][CH:12]2[CH2:14][CH2:15][CH:9]1[CH:10]=[C:11]2[C:16]1[CH:21]=[CH:20][CH:19]=[CH:18][CH:17]=1 |f:1.2|. Run at time 3 day. Solvent: CCO (EtOH). Procedure: To a solution of 4.0 g of rac-(1R*,2R*,4R*)-(2-hydroxy-5-phenyl-bicyclo[2.2.2]oct-5-en-2-yl)-acetic acid tert.-butyl ester dissolved in 25 mL EtOH were added 2.1 g of LiOH.H2O, 8 mL H2O and 22 mL MeOH. The reaction mixture was stirred at rt for 3 days and then concentrated. The residue was partitioned between water and Et2O. The aq. layer was separated and acidified with 1N HCl resulting in the formation of a white solid. The solid was filtrated, washed with 5 mL dil. HCl and dried in vacuo to o... The reactants are C(C)(C)(C)C1=CC=C(C=O)C=C1 (4-tert-butylbenzaldehyde), C(CC1=CC=CC=C1)N (phenethylamine), [BH4-].[Na+] (sodium borohydride). The reagents and catalysts are Cl (HCl). The solvent is CO (methanol). Conditions: time 30 minute. Yields the product C(C)(C)(C)C1=CC=C(CNCCC2=CC=CC=C2)C=C1 ((4-tert-butyl-benzyl)-phenethyl-amine). Isolated yield 91.1%. As a reaction SMILES: [C:1]([C:5]1[CH:12]=[CH:11][C:8]([CH:9]=O)=[CH:7][CH:6]=1)([CH3:4])([CH3:3])[CH3:2].[CH2:13]([NH2:21])[CH2:14][C:15]1[CH:20]=[CH:19][CH:18]=[CH:17][CH:16]=1.[BH4-].[Na+]>CO.Cl>[C:1]([C:5]1[CH:12]=[CH:11][C:8]([CH2:9][NH:21][CH2:13][CH2:14][C:15]2[CH:20]=[CH:19][CH:18]=[CH:17][CH:16]=2)=[CH:7][CH:6]=1)([CH3:4])([CH3:3])[CH3:2] |f:2.3|. Procedure: 0.65 ml of 4-tert-butylbenzaldehyde (3.7 mmol) and 0.32 ml of phenethylamine (2.5 mmol) were dissolved in 7.5 ml methanol at rt, and after stirring for 30 min at rt, were refluxed for 2¼ h. After cooling down to rt, 142 mg (3.7 mmol) of sodium borohydride were added and after stirring for 15 min at rt, the reaction mixture was then refluxed for 3.5 h. After cooling down to rt, the reaction mixture was treated with 6 drops 1 N HCl and concentrated in vacuo. The residue was diluted with water/EtOA... Solvent: CC(CN)CC (2-methyl-1-butylamine). Starting materials: ClC1=NC(=C2N=C(N(C2=N1)CC1CCOCC1)OC)N (2-chloro-8-methoxy-9-(tetrahydro-2H-pyran-4-ylmethyl)-9H-purin-6-amine). As a reaction SMILES: Cl[C:2]1[N:10]=[C:9]2[C:5]([N:6]=[C:7]([O:18]C)[N:8]2[CH2:11][CH:12]2[CH2:17][CH2:16][O:15][CH2:14][CH2:13]2)=[C:4]([NH2:20])[N:3]=1>CC(CC)CN>[NH2:20][C:4]1[N:3]=[C:2]([NH:8][CH2:11][CH:12]([CH3:17])[CH2:13][CH3:14])[N:10]=[C:9]2[C:5]=1[NH:6][C:7](=[O:18])[N:8]2[CH2:11][CH:12]1[CH2:17][CH2:16][O:15][CH2:14][CH2:13]1. Reaction conditions: temperature 170 celsius. Reported procedure: A mixture of 2-chloro-8-methoxy-9-(tetrahydro-2H-pyran-4-ylmethyl)-9H-purin-6-amine (40 mg) in 2-methyl-1-butylamine (117 mg) was heated in a microwave at 170° C. for 15 mins. The mixture was concentrated in vacuo to give a green oily residue which was purified by C18 reverse phase chromatography (ISCO) using water (0.1% formic acid)-acetonitrile (0.05% formic acid) as eluent (20-60%) to give the title compound as an off-white solid (9 mg). The yield is 40.1%. Product: NC1=C2NC(N(C2=NC(=N1)NCC(CC)C)CC1CCOCC1)=O (6-Amino-2-[(2-methylbutyl)amino]-9-(tetrahydro-2H-Pyran-4-ylmethyl)-7,9-dihydro-8H-Purin-8-one).